This data is from the Open Reaction Database (ORD), a public repository of structured organic reaction records. The task is: describe an organic reaction: reactants, conditions, products, and yield Reactants: FC(C(F)F)(S(=O)(=O)[O-])F.[K+] (potassium 1,1,2,2-tetrafluoroethanesulfonate), FC(=C(F)F)F (tetrafluoroethylene), S(=O)([O-])[O-].[K+].[K+] (potassium sulfite), S([O-])(O)=O (bisulfite), FC(C(F)F)(S(=O)(=O)O)F (1,1,2,2-tetrafluoroethane sulfonic acid). Yields the product OS(=O)(=O)O.O=S(=O)=O (oleum). Reaction SMILES: FC(F)([S:6]([O-:9])(=[O:8])=[O:7])C(F)F.[K+].FC(F)=C(F)F.S([O-])([O-])=[O:19].[K+].[K+].[S:24](=[O:27])([OH:26])[O-:25].FC(F)(S(O)(=O)=O)C(F)F>>[OH:7][S:6]([OH:9])(=[O:19])=[O:8].[O:25]=[S:24](=[O:27])=[O:26] |f:0.1,3.4.5,8.9|. Procedure: The Journal of Organic Chemistry, 2008, 73, 711-714 provides a process for the preparation of potassium 1,1,2,2-tetrafluoroethanesulfonate from tetrafluoroethylene in a buffered aqueous solution of potassium sulfite and bisulfite and then converted to 1,1,2,2-tetrafluoroethane sulfonic acid in 90% overall yield by distillation from oleum solution. Starting materials: BrCC(=O)Br (Bromoacetyl bromide), C(C)(C)(C)N(C(=O)C1=CC(=C2N1CCC1=CC(=C(C=C21)N)OC)C=2SC=CC2)C (9-Amino-8-methoxy-1-thiophen-2-yl-5,6-dihydro-pyrrolo[2,1-α]isoquinoline-3-carboxylic acid tert-butyl-methyl-amide), CCN(C(C)C)C(C)C (DIPEA). The solvent is ClCCl (dichloromethane). The product is C(C)(C)(C)N(C(=O)C1=CC(=C2N1CCC1C=C(C(=CC21)NC(CBr)=O)OC)C=2SC=CC2)C (9-(2-Bromo-acetylamino)-8-methoxy-1-thiophen-2-yl-5,6,6a,10a-tetrahydro-pyrrolo[2,1-α]isoquinoline-3-carboxylic acid tert-butyl-methyl-amide). RXN SMILES: [Br:1][CH2:2][C:3](Br)=[O:4].[C:6]([N:10]([CH3:34])[C:11]([C:13]1[N:17]2[CH2:18][CH2:19][C:20]3[C:25]([C:16]2=[C:15]([C:29]2[S:30][CH:31]=[CH:32][CH:33]=2)[CH:14]=1)=[CH:24][C:23]([NH2:26])=[C:22]([O:27][CH3:28])[CH:21]=3)=[O:12])([CH3:9])([CH3:8])[CH3:7].CCN(C(C)C)C(C)C>ClCCl>[C:6]([N:10]([CH3:34])[C:11]([C:13]1[N:17]2[CH2:18][CH2:19][CH:20]3[CH:25]([C:16]2=[C:15]([C:29]2[S:30][CH:31]=[CH:32][CH:33]=2)[CH:14]=1)[CH:24]=[C:23]([NH:26][C:3](=[O:4])[CH2:2][Br:1])[C:22]([O:27][CH3:28])=[CH:21]3)=[O:12])([CH3:8])([CH3:9])[CH3:7]. Procedure: Bromoacetyl bromide (0.137 ml) was added to a stirred solution of the product of example 95 (500 mg) and DIPEA (0.425 ml) in dichloromethane (20 ml) over a period of 6 h. The reaction mixture was concentrated in vacuo. Solvent: CN(C)C=O (DMF). Reported procedure: 1-benzhydryl-3-(2-bromoethyl)-2-({[tert-butyl(dimethyl)silyl]oxy}methyl)-5-chloro-1H-indole (1 eq) was mixed with Methyl 4-mercaptobenzoate (2 eq) and KC2CO3 (1.9 eq) in DMF (0.09M). The resulting mixture was stirred at rt under N2 overnight. Water was then added, followed by regular work-up (eg. EtOAc extration, brine wash, etc) and column purification (1:6 EtOAc/Hexane as eluent) to give methyl 4-({2-[1-benzhydryl-2-({[tert-butyl(dimethyl)silyl]oxy}methyl)-5-chloro-1H-indol-3-yl]ethyl}sulfanyl... Reactants: O (Water), C(C1=CC=CC=C1)(C1=CC=CC=C1)N1C(=C(C2=CC(=CC=C12)Cl)CCBr)CO[Si](C)(C)C(C)(C)C (1-benzhydryl-3-(2-bromoethyl)-2-({[tert-butyl(dimethyl)silyl]oxy}methyl)-5-chloro-1H-indole), SC1=CC=C(C(=O)OC)C=C1 (Methyl 4-mercaptobenzoate), KC2CO3. Reaction SMILES: [CH:1]([N:14]1[C:22]2[C:17](=[CH:18][C:19]([Cl:23])=[CH:20][CH:21]=2)[C:16]([CH2:24][CH2:25]Br)=[C:15]1[CH2:27][O:28][Si:29]([C:32]([CH3:35])([CH3:34])[CH3:33])([CH3:31])[CH3:30])([C:8]1[CH:13]=[CH:12][CH:11]=[CH:10][CH:9]=1)[C:2]1[CH:7]=[CH:6][CH:5]=[CH:4][CH:3]=1.[SH:36][C:37]1[CH:46]=[CH:45][C:40]([C:41]([O:43][CH3:44])=[O:42])=[CH:39][CH:38]=1.O>CN(C=O)C>[CH:1]([N:14]1[C:22]2[C:17](=[CH:18][C:19]([Cl:23])=[CH:20][CH:21]=2)[C:16]([CH2:24][CH2:25][S:36][C:37]2[CH:38]=[CH:39][C:40]([C:41]([O:43][CH3:44])=[O:42])=[CH:45][CH:46]=2)=[C:15]1[CH2:27][O:28][Si:29]([C:32]([CH3:35])([CH3:34])[CH3:33])([CH3:31])[CH3:30])([C:8]1[CH:13]=[CH:12][CH:11]=[CH:10][CH:9]=1)[C:2]1[CH:7]=[CH:6][CH:5]=[CH:4][CH:3]=1. Isolated yield 81.0%. Yields the product C(C1=CC=CC=C1)(C1=CC=CC=C1)N1C(=C(C2=CC(=CC=C12)Cl)CCSC1=CC=C(C(=O)OC)C=C1)CO[Si](C)(C)C(C)(C)C (methyl 4-({2-[1-benzhydryl-2-({[tert-butyl(dimethyl)silyl]oxy}methyl)-5-chloro-1H-indol-3-yl]ethyl}sulfanyl)benzoate). Reaction conditions: time 8 hour.